Dataset: the Open Reaction Database (ORD), a public repository of structured organic reaction records. Task: describe an organic reaction: reactants, conditions, products, and yield The reactants are ClC=1C=C(C(=O)Cl)C=CC1Cl (3,4-dichlorobenzoyl chloride), NC=1C=CC(=C(C1)NC(=O)C=1C=C2C=CC=NC2=CC1)C (N-(5-amino-2-methylphenyl)quinoline-6-carboxamide). Solvent: C(C)N(CC)CC (triethylamine). Reaction conditions: time 16 hour. Yields the product ClC=1C=C(C(=O)NC=2C=CC(=C(C2)NC(=O)C=2C=C3C=CC=NC3=CC2)C)C=CC1Cl (N-[5-(3,4-dichlorobenzamido)-2-methylphenyl]quinoline-6-carboxamide). Yield: 57.0%. Reaction SMILES: [Cl:1][C:2]1[CH:3]=[C:4]([CH:8]=[CH:9][C:10]=1[Cl:11])[C:5](Cl)=[O:6].[NH2:12][C:13]1[CH:14]=[CH:15][C:16]([CH3:32])=[C:17]([NH:19][C:20]([C:22]2[CH:23]=[C:24]3[C:29](=[CH:30][CH:31]=2)[N:28]=[CH:27][CH:26]=[CH:25]3)=[O:21])[CH:18]=1>C(N(CC)CC)C>[Cl:1][C:2]1[CH:3]=[C:4]([CH:8]=[CH:9][C:10]=1[Cl:11])[C:5]([NH:12][C:13]1[CH:14]=[CH:15][C:16]([CH3:32])=[C:17]([NH:19][C:20]([C:22]2[CH:23]=[C:24]3[C:29](=[CH:30][CH:31]=2)[N:28]=[CH:27][CH:26]=[CH:25]3)=[O:21])[CH:18]=1)=[O:6]. Reported procedure: Using an analogous procedure to that described in Example 4, 3,4-dichlorobenzoyl chloride was reacted with N-(5-amino-2-methylphenyl)quinoline-6-carboxamide in the presence of triethylamine. The reaction mixture was stirred at ambient temperature for 16 hours and then evaporated. The residue was purified by column chromatography on silica using increasingly polar mixtures of methylene chloride and methanol as eluent. There was thus obtained the title compound in 57% yield; Mass Spectrum: M+H+ 45...